Dataset: the Open Reaction Database (ORD), a public repository of structured organic reaction records. Task: describe an organic reaction: reactants, conditions, products, and yield Starting materials: C(CCCCCCCCCCC)N(C)C (dodecyldimethylamine), [Br-].ClCCCC[N+](C)(C)CCCCCCCCCCCC ((4-Chlorobutyl)dodecyldimethylammonium bromide), [Br-].ClCCCCCC[N+](C)(C)CCCCCCCCCCCC ((6-chlorohexyl) dodecyldimethylammonium bromide), bromochloroalkane. Product: [Br-].ClCCC[N+](C)(C)CCCCCCCCCCCC ((3-Chloropropyl)-dodecyldimethylammonium Bromide). RXN SMILES: [Br-:1].ClC[CH2:4][CH2:5][CH2:6][N+:7]([CH2:10][CH2:11][CH2:12][CH2:13][CH2:14][CH2:15][CH2:16][CH2:17][CH2:18][CH2:19][CH2:20][CH3:21])([CH3:9])[CH3:8].[Br-].[Cl:23]CCCCCC[N+](CCCCCCCCCCCC)(C)C.C(N(C)C)CCCCCCCCCCC>>[Br-:1].[Cl:23][CH2:4][CH2:5][CH2:6][N+:7]([CH2:10][CH2:11][CH2:12][CH2:13][CH2:14][CH2:15][CH2:16][CH2:17][CH2:18][CH2:19][CH2:20][CH3:21])([CH3:9])[CH3:8] |f:0.1,2.3,5.6|. Procedure details: (4-Chlorobutyl)dodecyldimethylammonium bromide and (6-chlorohexyl) dodecyldimethylammonium bromide can be prepared by a similar process using the appropriate bromochloroalkane and dodecyldimethylamine. The reactants are C(=O)(O)[O-].[Na+] (NaHCO3), solution, FC1=CC=C(C=C1)N(S(=O)(=O)C=1C=NC(=CC1)NC1CCNCC1)CC(C)C (6-(piperidin-4-ylamino)-pyridine-3-sulfonic acid (4-fluoro-phenyl)-isobutyl-amide), CCN(C(C)C)C(C)C (DIPEA), CS(=O)(=O)Cl (methane sulfonylchloride). Run in O (Water), C(Cl)Cl (DCM), C(Cl)Cl (DCM). Conditions: time 30 minute. The product is FC1=CC=C(C=C1)N(S(=O)(=O)C=1C=NC(=CC1)NC1CCN(CC1)S(=O)(=O)C)CC(C)C (6-(1-Methanesulfonyl-piperidin-4-ylamino)-pyridine-3-sulfonic acid (4-fluoro-phenyl)-isobutyl-amide). As a reaction SMILES: [F:1][C:2]1[CH:7]=[CH:6][C:5]([N:8]([CH2:25][CH:26]([CH3:28])[CH3:27])[S:9]([C:12]2[CH:13]=[N:14][C:15]([NH:18][CH:19]3[CH2:24][CH2:23][NH:22][CH2:21][CH2:20]3)=[CH:16][CH:17]=2)(=[O:11])=[O:10])=[CH:4][CH:3]=1.CCN(C(C)C)C(C)C.[CH3:38][S:39](Cl)(=[O:41])=[O:40].C([O-])(O)=O.[Na+]>C(Cl)Cl.O>[F:1][C:2]1[CH:7]=[CH:6][C:5]([N:8]([CH2:25][CH:26]([CH3:28])[CH3:27])[S:9]([C:12]2[CH:13]=[N:14][C:15]([NH:18][CH:19]3[CH2:24][CH2:23][N:22]([S:39]([CH3:38])(=[O:41])=[O:40])[CH2:21][CH2:20]3)=[CH:16][CH:17]=2)(=[O:11])=[O:10])=[CH:4][CH:3]=1 |f:3.4|. Reported procedure: To a solution of 4-{5-[(4-fluoro-phenyl)-isobutyl-sulfamoyl]-pyridin-2-ylamino}-piperidine-1-carboxylic acid tert-butyl ester (66 mg, 130 μmol) in DCM (8 mL) was added TFA (2 mL) and the reaction was stirred at room temperature for 30 minutes. The reaction was concentrated and purified by SCX column eluting with 2M NH3 in MeOH to give 6-(piperidin-4-ylamino)-pyridine-3-sulfonic acid (4-fluoro-phenyl)-isobutyl-amide (41 mg, 101 μmol). To a solution of 6-(piperidin-4-ylamino)-pyridine-3-sulfonic a... Starting materials: Cl (hydrochloric acid), O (H2O), CCOC(=O)C (EtOAc), C(#N)C1=NC(=C(C2=CC=C(C=C12)OC1=CC=CC=C1)O)C(=O)NCCC(C(=O)OC)=O (Methyl 4-(1-cyano-4-hydroxy-7-phenoxyisoquinoline-3-carboxamido)-2-oxobutanoate). Run in CO (MeOH), [OH-].[Na+] (NaOH). Reaction conditions: time 2 hour. The product is C(#N)C1=NC(=C(C2=CC=C(C=C12)OC1=CC=CC=C1)O)C(=O)NCCC(C(=O)O)=O (4-(1-Cyano-4-hydroxy-7-phenoxyisoquinoline-3-carboxamido)-2-oxobutanoic acid). Reaction SMILES: [C:1]([C:3]1[C:12]2[C:7](=[CH:8][CH:9]=[C:10]([O:13][C:14]3[CH:19]=[CH:18][CH:17]=[CH:16][CH:15]=3)[CH:11]=2)[C:6]([OH:20])=[C:5]([C:21]([NH:23][CH2:24][CH2:25][C:26](=[O:31])[C:27]([O:29]C)=[O:28])=[O:22])[N:4]=1)#[N:2].O.CCOC(C)=O.Cl>CO.[OH-].[Na+]>[C:1]([C:3]1[C:12]2[C:7](=[CH:8][CH:9]=[C:10]([O:13][C:14]3[CH:15]=[CH:16][CH:17]=[CH:18][CH:19]=3)[CH:11]=2)[C:6]([OH:20])=[C:5]([C:21]([NH:23][CH2:24][CH2:25][C:26](=[O:31])[C:27]([OH:29])=[O:28])=[O:22])[N:4]=1)#[N:2] |f:5.6|. Reported procedure: Methyl 4-(1-cyano-4-hydroxy-7-phenoxyisoquinoline-3-carboxamido)-2-oxobutanoate (34 mg, 0.08 mmol) was dissolved in MeOH (2 mL) and 2 N NaOH (2 mL). After stirring for 2 hours at room temperature, H2O (15 mL) and EtOAc (15 mL) were added. To the stirred mixture was added 1 N hydrochloric acid until pH was 1. The layers were separated and the aqueous layer was extracted twice with EtOAc. The combined organic layers were dried over MgSO4, concentrated, and purified by flash chromatography (0-20% M... Reactants: COC(C(C(F)(F)F)(C(F)(F)F)C1=C(C=C(C=C1)[N+](=O)[O-])[N+](=O)[O-])=O (2-(2,4-dinitro-phenyl)-3,3,3-trifluoro-2-trifluoromethyl-propionic acid methyl ester). Reagents/catalysts: [Pd] (Pd/C). The solvent is CCO (EtOH). Conditions: time 8 hour. Product: NC1=CC=C2C(C(N(C2=C1)O)=O)(C(F)(F)F)C(F)(F)F (6-Amino-1-hydroxy-3,3-bis-trifluoromethyl-1,3-dihydro-indol-2-one). RXN SMILES: C[O:2][C:3](=O)[C:4]([C:13]1[CH:18]=[CH:17][C:16]([N+:19]([O-])=O)=[CH:15][C:14]=1[N+:22]([O-])=[O:23])([C:9]([F:12])([F:11])[F:10])[C:5]([F:8])([F:7])[F:6]>CCO.[Pd]>[NH2:19][C:16]1[CH:15]=[C:14]2[C:13]([C:4]([C:9]([F:12])([F:10])[F:11])([C:5]([F:8])([F:7])[F:6])[C:3](=[O:2])[N:22]2[OH:23])=[CH:18][CH:17]=1. Procedure: To an argon-degassed solution of 5.13 g (13.64 mmol) 2-(2,4-dinitro-phenyl)-3,3,3-trifluoro-2-trifluoromethyl-propionic acid methyl ester in 300 ml EtOH was added 0.5 g of 10% by weight Pd/C. The reaction was stirred under H2 overnight and filtered through Celite®, concentrated down, and dried under vacuum, yielding the titled compound.